From a dataset of the Open Reaction Database (ORD), a public repository of structured organic reaction records. describe an organic reaction: reactants, conditions, products, and yield Starting materials: ClC1=C(C(=O)O)C=C(C=C1)N1CC(CC1)NC(=O)OC(C)(C)C ((+/−)-2-chloro-5-[3-[[(1,1-dimethylethoxy)carbonyl]amino]-1-pyrrolidinyl]-benzoic acid), N,N′-carbonyldiimidazole, C12(CC3CC(CC(C1)C3)C2)CN (1-adamantanemethylamine). Solvent: CN(C=O)C (dimethylformamide). Product: ClC1=C(C=C(C=C1)N1CC(CC1)NC(OC(C)(C)C)=O)C(=O)NCC12CC3CC(CC(C1)C3)C2 ((+/−)-[1-[4-chloro-3-[[(tricyclo[3.3.1.13,7]dec-1-ylmethyl)amino]carbonyl]phenyl]-3-pyrrolidinyl]-carbamic acid, 1,1-dimethylethyl ester). Reaction SMILES: [Cl:1][C:2]1[CH:10]=[CH:9][C:8]([N:11]2[CH2:15][CH2:14][CH:13]([NH:16][C:17]([O:19][C:20]([CH3:23])([CH3:22])[CH3:21])=[O:18])[CH2:12]2)=[CH:7][C:3]=1[C:4]([OH:6])=O.[C:24]12([CH2:34][NH2:35])[CH2:33][CH:28]3[CH2:29][CH:30]([CH2:32][CH:26]([CH2:27]3)[CH2:25]1)[CH2:31]2>CN(C)C=O>[Cl:1][C:2]1[CH:10]=[CH:9][C:8]([N:11]2[CH2:15][CH2:14][CH:13]([NH:16][C:17](=[O:18])[O:19][C:20]([CH3:23])([CH3:22])[CH3:21])[CH2:12]2)=[CH:7][C:3]=1[C:4]([NH:35][CH2:34][C:24]12[CH2:33][CH:28]3[CH2:27][CH:26]([CH2:32][CH:30]([CH2:29]3)[CH2:31]1)[CH2:25]2)=[O:6]. Reported procedure: Prepared as described in Example 5c) using (+/−)-2-chloro-5-[3-[[(1,1-dimethylethoxy)carbonyl]amino]-1-pyrrolidinyl]-benzoic acid (Example 7b, 0.070 g), N,N′-carbonyldiimidazole (0.033 g), 1-adamantanemethylamine (0.036 ml) and dimethylformamide (3 ml) to give the subtitle compound as a gum.